Dataset: the Open Reaction Database (ORD), a public repository of structured organic reaction records. Task: describe an organic reaction: reactants, conditions, products, and yield Starting materials: Cc1cc2c(CC(=O)O)cccc2n1C(=O)OC(C)(C)C, CO, [Na+], [OH-]. The product is Cc1cc2c(CC(=O)O)cccc2[nH]1. As a reaction SMILES: [C:1]([O:2][C:3](=[O:4])[n:8]1[c:9]([CH3:21])[cH:10][c:11]2[c:12]([CH2:17][C:18](=[O:19])[OH:20])[cH:13][cH:14][cH:15][c:16]12)([CH3:5])([CH3:6])[CH3:7].[CH3:24][OH:25].[Na+:23].[OH-:22]>>[nH:8]1[c:9]([CH3:21])[cH:10][c:11]2[c:12]([CH2:17][C:18](=[O:19])[OH:20])[cH:13][cH:14][cH:15][c:16]12. Reaction SMILES: [C:3]([O:4][CH2:5][CH3:6])([O:7][CH2:8][CH3:9])=[O:10].[CH3:11][C:12](=[O:13])[c:14]1[cH:15][cH:16][cH:17][o:18]1.[CH3:19][CH2:20][OH:21].[H-:1].[Na+:2].[O:22]1[CH2:23][CH2:24][CH2:25][CH2:26]1.[OH2:27]>>[C:3]([O:7][CH2:8][CH3:9])(=[O:10])[CH2:11][C:12](=[O:13])[c:14]1[cH:15][cH:16][cH:17][o:18]1. Product: CCOC(=O)CC(=O)c1ccco1. The reactants are CCOC(=O)OCC, CC(=O)c1ccco1, CCO, [H-], [Na+], C1CCOC1, O. The reactants are CCCCCCCCc1ccc(-c2ccc(Br)cc2)nc1, CN1CCCC1=O, Cl[Fe]Cl, Cl, N#C[Cu], O. The product is CCCCCCCCc1ccc(-c2ccc(C#N)cc2)nc1. As a reaction SMILES: [Br:8][c:9]1[cH:10][cH:11][c:12](-[c:15]2[n:16][cH:17][c:18]([CH2:21][CH2:22][CH2:23][CH2:24][CH2:25][CH2:26][CH2:27][CH3:28])[cH:19][cH:20]2)[cH:13][cH:14]1.[CH3:1][N:2]1[CH2:3][CH2:4][CH2:5][C:6]1=[O:7].[Cl:33][Fe:34][Cl:35].[ClH:32].[Cu:29][C:30]#[N:31].[OH2:36]>>[C:1](#[N:2])[c:9]1[cH:10][cH:11][c:12](-[c:15]2[n:16][cH:17][c:18]([CH2:21][CH2:22][CH2:23][CH2:24][CH2:25][CH2:26][CH2:27][CH3:28])[cH:19][cH:20]2)[cH:13][cH:14]1. Starting materials: 1, Cl (hydrochloric acid), saturated common salt, BrC1=NC(=CC=C1)\C=C\C(CCCCCCCC)O (2-bromo-6-[(1E)-(3RS)-3-hydroxy-1undecenyl]-pyridine), [Si](C1=CC=CC=C1)(C1=CC=CC=C1)(C(C)(C)C)Cl (tert-butyldiphenylsilyl chloride), N1C=NC=C1 (imidazole). Solvent: CN(C=O)C (dimethylformamide), C(C)OCC (diethyl ether). Run at time 15 hour. The product is BrC1=NC(=CC=C1)\C=C\C(CCCCCCCC)O[Si](C1=CC=CC=C1)(C1=CC=CC=C1)C(C)(C)C (2-bromo-6[(1E)-(3RS)-3-tert-butyldiphenylsilyloxy-1-undecenyl]-pyridine). Yield: 79.4%. RXN SMILES: [Br:1][C:2]1[CH:7]=[CH:6][CH:5]=[C:4](/[CH:8]=[CH:9]/[CH:10]([OH:19])[CH2:11][CH2:12][CH2:13][CH2:14][CH2:15][CH2:16][CH2:17][CH3:18])[N:3]=1.[Si:20](Cl)([C:33]([CH3:36])([CH3:35])[CH3:34])([C:27]1[CH:32]=[CH:31][CH:30]=[CH:29][CH:28]=1)[C:21]1[CH:26]=[CH:25][CH:24]=[CH:23][CH:22]=1.N1C=CN=C1.Cl>CN(C)C=O.C(OCC)C>[Br:1][C:2]1[CH:7]=[CH:6][CH:5]=[C:4](/[CH:8]=[CH:9]/[CH:10]([O:19][Si:20]([C:33]([CH3:36])([CH3:35])[CH3:34])([C:27]2[CH:28]=[CH:29][CH:30]=[CH:31][CH:32]=2)[C:21]2[CH:26]=[CH:25][CH:24]=[CH:23][CH:22]=2)[CH2:11][CH2:12][CH2:13][CH2:14][CH2:15][CH2:16][CH2:17][CH3:18])[N:3]=1. Procedure details: A solution of 4 g of 2-bromo-6-[(1E)-(3RS)-3-hydroxy-1undecenyl]-pyridine in 20 ml of dimethylformamide is mixed with 4.1 g of tert-butyldiphenylsilyl chloride and 2.1 g of imidazole and stirred for 15 hours at room temperature. The reaction mixture is poured into 100 ml of diethyl ether, shaken out twice with 20 ml of 1 n hydrochloric acid, 4 times with 20 ml of saturated common salt solution, dried on sodium sulfate and concentrated by evaporation. The residue is chromatographed on silica gel ... Reactants: C(C)(C)(C)OC(=O)N1CC(C1)NC1=C(C=CC(=C1)F)N (3-(2-amino-5-fluorophenylamino)azetidine-1-carboxylic acid tert-butyl ester), C(C1=CC=CC=C1)OC(=O)N[C@H](C(=O)O)C ((S)-2-benzyloxycarbonylaminopropionic acid), C1=CC2=C(N=C1)N(N=N2)O (HOAt), CN1CCOCC1 (4-methylmorpholine), Cl.CN(CCCN=C=NCC)C (N-(3-dimethylaminopropyl)-N′-ethylcarbodiimide hydrochloride). Solvent: C(Cl)Cl (DCM). Conditions: time 2 hour. Product: C(C)(C)(C)OC(=O)N1CC(C1)NC1=C(C=CC(=C1)F)NC([C@H](C)NC(=O)OCC1=CC=CC=C1)=O (3-[2-((S)-2-Benzyloxycarbonylaminopropionylamino)-5-fluoro-phenylamino]azetidine-1-carboxylic acid tert-butyl ester). As a reaction SMILES: [C:1]([O:5][C:6]([N:8]1[CH2:11][CH:10]([NH:12][C:13]2[CH:18]=[C:17]([F:19])[CH:16]=[CH:15][C:14]=2[NH2:20])[CH2:9]1)=[O:7])([CH3:4])([CH3:3])[CH3:2].[CH2:21]([O:28][C:29]([NH:31][C@@H:32]([CH3:36])[C:33](O)=[O:34])=[O:30])[C:22]1[CH:27]=[CH:26][CH:25]=[CH:24][CH:23]=1.C1C=NC2N(O)N=NC=2C=1.CN1CCOCC1.Cl.CN(C)CCCN=C=NCC>C(Cl)Cl>[C:1]([O:5][C:6]([N:8]1[CH2:9][CH:10]([NH:12][C:13]2[CH:18]=[C:17]([F:19])[CH:16]=[CH:15][C:14]=2[NH:20][C:33](=[O:34])[C@@H:32]([NH:31][C:29]([O:28][CH2:21][C:22]2[CH:27]=[CH:26][CH:25]=[CH:24][CH:23]=2)=[O:30])[CH3:36])[CH2:11]1)=[O:7])([CH3:4])([CH3:2])[CH3:3] |f:4.5|. Reported procedure: A mixture of 3-(2-amino-5-fluorophenylamino)azetidine-1-carboxylic acid tert-butyl ester (15.5 mmol), (S)-2-benzyloxycarbonylaminopropionic acid (3.81 g, 17.1 mmol), HOAt (2.32 g, 17.1 mmol), 4-methylmorpholine (3.75 mL, 34.1 mmol) and N-(3-dimethylaminopropyl)-N′-ethylcarbodiimide hydrochloride (3.27 g, 17.1 mmol) in DCM (53 mL) was stirred at RT for 2 h. The reaction mixture was partitioned between EtOAc and a saturated aqueous solution of NaHCO3. The aqueous phase was further extracted with E... Reactants: C1(=CC=CC=C1)C (Toluene), N1=C(C=C1)C(=O)NC1[C@@H]2N(C(C(S2=O)(C)C)C(=O)OCC2=CC=C(C=C2)[N+](=O)[O-])C1=O (p-nitrobenzyl 6-azetamido-2,2-dimethylpenam-3-carboxylate-1-oxide), ClN1C(CCC1=O)=O (N-chlorosuccinimide). Solvent: O (water), O (water). Product: CC(C(C(=O)OCC1=CC=C(C=C1)[N+](=O)[O-])N1C(C(C1=O)NC(C)=O)S(=O)Cl)=C (p-Nitrobenzyl 3-Mehyl-2-(2-chlorosulfinyl-4oxo-3-acetamido-1-azetidinyl)-3-butenoate). Reaction SMILES: C1(C)C=CC=CC=1.N1C=C[C:9]=1[C:12]([NH:14][CH:15]1[C:37](=[O:38])[N:17]2[CH:18]([C:24]([O:26][CH2:27][C:28]3[CH:33]=[CH:32][C:31]([N+:34]([O-:36])=[O:35])=[CH:30][CH:29]=3)=[O:25])[C:19]([CH3:23])([CH3:22])[S:20](=[O:21])[C@H:16]12)=[O:13].[Cl:39]N1C(=O)CCC1=O>O>[CH3:22][C:19](=[CH2:23])[CH:18]([N:17]1[C:37](=[O:38])[CH:15]([NH:14][C:12](=[O:13])[CH3:9])[CH:16]1[S:20]([Cl:39])=[O:21])[C:24]([O:26][CH2:27][C:28]1[CH:33]=[CH:32][C:31]([N+:34]([O-:36])=[O:35])=[CH:30][CH:29]=1)=[O:25]. Procedure: Toluene (500 ml.) was heated in equipment containing a Dean-Stark water trap to azeotropically remove any moisture which may be present. To the resulting dried toluene was added 1.0 gms. (2.4 mmol.) of p-nitrobenzyl 6-azetamido-2,2-dimethylpenam-3-carboxylate-1-oxide. The resulting mixture was refluxed again using a Dean-Stark water trap to remove any additional amounts of water which may be present. The mixture then was cooled, and 400 mg. (2.9 mmol) of N-chlorosuccinimide were added. The mixtu... Starting materials: NC=1N=NC(=CC1)Cl (3-amino-6-chloropyridazine), ClCC(CC(=O)OCC)=O (ethyl 4-chloroacetoacetate). Run in C(C)O (ethanol). Product: ClC=1C=CC=2N(N1)C=C(N2)CC(=O)OCC (Ethyl 6-Chloroimidazo[1,2-b]pyridazine-2-acetate). Yield: 61.3%. RXN SMILES: [NH2:1][C:2]1[N:3]=[N:4][C:5]([Cl:8])=[CH:6][CH:7]=1.Cl[CH2:10][C:11](=O)[CH2:12][C:13]([O:15][CH2:16][CH3:17])=[O:14]>C(O)C>[Cl:8][C:5]1[CH:6]=[CH:7][C:2]2[N:3]([CH:10]=[C:11]([CH2:12][C:13]([O:15][CH2:16][CH3:17])=[O:14])[N:1]=2)[N:4]=1. Procedure: 11.2 g of 3-amino-6-chloropyridazine was suspended in 150 ml of ethanol; 28.6 g of ethyl 4-chloroacetoacetate was added, followed by heating and refluxing for 24 hours. After cooling, the mixture was concentrated under reduced pressure. The residue was adjusted to pH 7 by the addition of an aqueous solution of sodium hydrogen carbonate, followed by extraction with ethyl acetate; the extract was washed with saline, dried over magnesium sulfate and concentrated under reduced pressure. The residue ... The product is NC1=NC=C(C=N1)C1=C(C=C(C=C1)C1=C(C=CC=C1)S(=O)(=O)CC1=NC2=CC=CC=C2C(N1)=O)F (2-(((4′-(2-Aminopyrimidin-5-yl)-3′-fluoro-[1,1′-biphenyl]-2-yl)sulfonyl)methyl)quinazolin-4(3H)-one). Reported procedure: The title compound was prepared using analogous conditions to those described in Example 6 utilizing 5-(2-fluoro-4-(4,4,5,5-tetramethyl-1,3,2-dioxaborolan-2-yl)phenyl)-pyrimidin-2-amine and 2-(((2-bromophenyl)sulfonyl)methyl)quinazolin-4(3H)-one. MS (ESI): mass calcd. for C25H18FN5O3S, 487.11; m/z found, 487.9 [M+H]+. 1H NMR (500 MHz, DMSO-d6) δ 12.36 (s, 1H), 8.60-8.43 (d, J=1.4, 2H), 8.12-8.02 (dd, J=8.0, 1.5, 1H), 7.96-7.89 (dd, J=8.0, 1.3, 1H), 7.84-7.71 (m, 2H), 7.66-7.42 (m, 4H), 7.42-7.22... RXN SMILES: [F:1][C:2]1[CH:7]=[C:6](B2OC(C)(C)C(C)(C)O2)[CH:5]=[CH:4][C:3]=1[C:17]1[CH:18]=[N:19][C:20]([NH2:23])=[N:21][CH:22]=1.Br[C:25]1[CH:30]=[CH:29][CH:28]=[CH:27][C:26]=1[S:31]([CH2:34][C:35]1[NH:44][C:43](=[O:45])[C:42]2[C:37](=[CH:38][CH:39]=[CH:40][CH:41]=2)[N:36]=1)(=[O:33])=[O:32]>>[NH2:23][C:20]1[N:21]=[CH:22][C:17]([C:3]2[CH:4]=[CH:5][C:6]([C:25]3[CH:30]=[CH:29][CH:28]=[CH:27][C:26]=3[S:31]([CH2:34][C:35]3[NH:44][C:43](=[O:45])[C:42]4[C:37](=[CH:38][CH:39]=[CH:40][CH:41]=4)[N:36]=3)(=[O:33])=[O:32])=[CH:7][C:2]=2[F:1])=[CH:18][N:19]=1. Reactants: FC1=C(C=CC(=C1)B1OC(C(O1)(C)C)(C)C)C=1C=NC(=NC1)N (5-(2-fluoro-4-(4,4,5,5-tetramethyl-1,3,2-dioxaborolan-2-yl)phenyl)-pyrimidin-2-amine), BrC1=C(C=CC=C1)S(=O)(=O)CC1=NC2=CC=CC=C2C(N1)=O (2-(((2-bromophenyl)sulfonyl)methyl)quinazolin-4(3H)-one). Reactants: CC(C)(N)C(=O)N(C(=O)OCc1ccccc1)C1C(C)(C)CCC1(C)C, CO. The product is CC(C)(N)C(=O)NC1C(C)(C)CCC1(C)C. RXN SMILES: [CH3:1][C:2]1([CH3:26])[CH:3]([N:9]([C:10]([C:11]([CH3:12])([CH3:13])[NH2:14])=[O:15])[C:16]([O:17][CH2:18][c:19]2[cH:20][cH:21][cH:22][cH:23][cH:24]2)=[O:25])[C:4]([CH3:7])([CH3:8])[CH2:5][CH2:6]1.[CH3:27][OH:28]>>[CH3:1][C:2]1([CH3:26])[CH:3]([NH:9][C:10]([C:11]([CH3:12])([CH3:13])[NH2:14])=[O:15])[C:4]([CH3:7])([CH3:8])[CH2:5][CH2:6]1.